This data is from the Open Reaction Database (ORD), a public repository of structured organic reaction records. The task is: describe an organic reaction: reactants, conditions, products, and yield The reactants are CC(=O)[O-], Cc1ccc2c(c1)C(=O)CCS2, CCO, Cl, NO, [Na+], O. Product: Cc1ccc2c(c1)NC(=O)CCS2. RXN SMILES: [CH3:17][C:18](=[O:19])[O-:20].[CH3:1][c:2]1[cH:3][cH:4][c:5]2[c:6]([cH:12]1)[C:7](=[O:11])[CH2:8][CH2:9][S:10]2.[CH3:22][CH2:23][OH:24].[ClH:13].[NH2:14][OH:15].[Na+:16].[OH2:21]>>[CH3:1][c:2]1[cH:3][cH:4][c:5]2[c:6]([cH:12]1)[NH:14][C:7](=[O:11])[CH2:8][CH2:9][S:10]2. Reactants: C(=C)OCC (ethyl vinyl ether), C(CCCCCCC\C=C/CCCCCCCC)(=O)OC (methyl oleate), corresponding solvents. Reaction conditions: time 2 minute. Yields the product C(C=CCO)O (2-butene-1,4-diol), CCCCCCCCCCCCCC (tetradecane). Reaction SMILES: [C:1]([O:20]C)(=O)[CH2:2][CH2:3][CH2:4][CH2:5][CH2:6][CH2:7][CH2:8]/[CH:9]=[CH:10]\[CH2:11][CH2:12][CH2:13][CH2:14]CCCC.C([O:24]CC)=C>>[CH2:4]([OH:24])[CH:3]=[CH:2][CH2:1][OH:20].[CH3:14][CH2:13][CH2:12][CH2:11][CH2:10][CH2:9][CH2:8][CH2:7][CH2:6][CH2:5][CH2:4][CH2:3][CH2:2][CH3:1]. Reported procedure: A) Route without additives: In a test tube the mixture of 1 ml (2.95 mmol) of methyl oleate, the corresponding amount of 2-butene-1,4-diol (0.24 ml or 0.73 ml) and 0.1 ml of tetradecane (internal standard) is prepared and mixed. If the reaction is being carried out without solvent, a blank sample is taken for GC measurement. In the case of the procedure with solvent, a blank sample for GC measurement is taken only after the addition of 1 ml of the corresponding solvents. After sampling has taken...